From a dataset of the Open Reaction Database (ORD), a public repository of structured organic reaction records. describe an organic reaction: reactants, conditions, products, and yield Starting materials: COc1ccc(Br)cc1OC, [C-]#N, CNCCNC, CCOC(C)=O, Cc1ccccc1, [Cu]I, [NH4+], [Na+], [OH-], O. Yields the product COc1ccc(C#N)cc1OC. RXN SMILES: [Br:4][c:5]1[cH:6][c:7]([O:13][CH3:14])[c:8]([O:11][CH3:12])[cH:9][cH:10]1.[C-:1]#[N:2].[CH3:15][NH:16][CH2:17][CH2:18][NH:19][CH3:20].[CH3:26][CH2:27][O:28][C:29](=[O:30])[CH3:31].[CH3:32][c:33]1[cH:34][cH:35][cH:36][cH:37][cH:38]1.[Cu:23][I:24].[NH4+:21].[Na+:3].[OH-:22].[OH2:25]>>[c:5]1([C:15]#[N:16])[cH:6][c:7]([O:13][CH3:14])[c:8]([O:11][CH3:12])[cH:9][cH:10]1. The reactants are CO (methanol), O1CCOC12CCC(CC2)OC2=CC(=NC(=N2)C(F)(F)F)C(C(=O)OC)(C)C (Methyl 2-[6-(1,4-dioxaspiro[4.5]dec-8-yloxy)-2-(trifluoromethyl)pyrimidin-4-yl]-2-methylpropanoate), O1CCCC1 (tetrahydrofuran), ester, [BH4-].[Na+] (Sodium tetrahydroborate). Reaction conditions: time 30 minute. Product: O1CCOC12CCC(CC2)OC2=CC(=NC(=N2)C(F)(F)F)C(CO)(C)C (2-[6-(1,4-dioxaspiro[4.5]dec-8-yloxy)-2-(trifluoromethyl)pyrimidin-4-yl]-2-methylpropan-1-ol). Yield: 82.7%. RXN SMILES: [O:1]1[C:5]2([CH2:10][CH2:9][CH:8]([O:11][C:12]3[N:17]=[C:16]([C:18]([F:21])([F:20])[F:19])[N:15]=[C:14]([C:22]([CH3:28])([CH3:27])[C:23](OC)=[O:24])[CH:13]=3)[CH2:7][CH2:6]2)[O:4][CH2:3][CH2:2]1.O1CCCC1.[BH4-].[Na+].CO>>[O:4]1[C:5]2([CH2:10][CH2:9][CH:8]([O:11][C:12]3[N:17]=[C:16]([C:18]([F:20])([F:21])[F:19])[N:15]=[C:14]([C:22]([CH3:28])([CH3:27])[CH2:23][OH:24])[CH:13]=3)[CH2:7][CH2:6]2)[O:1][CH2:2][CH2:3]1 |f:2.3|. Procedure details: Methyl 2-[6-(1,4-dioxaspiro[4.5]dec-8-yloxy)-2-(trifluoromethyl)pyrimidin-4-yl]-2-methylpropanoate (0.299 g, 0.739 mmol) was dissolved in tetrahydrofuran (6 mL, 80 mmol). Sodium tetrahydroborate was then added (70. mg, 1.8 mmol), followed by methanol (450 μL, 11 mmol) in portions. The reaction mixture was stirred 30 min, at which point LCMS showed 50% conversion. After 2 h, LCMS showed no remaining ester, and showed the product (M+H 377), and several over-reduction by-products. The reaction was ... Starting materials: C1CCOC1 (THF), [H-].[H-].[H-].[H-].[Li+].[Al+3] (LAH), C1CCOC1 (THF), O1C2=C(C(C1)CC(=O)OCC)C=CC=C2 (ethyl 2,3-dihydrobenzo[1,2-b]furan-3-acetate), [OH-].[Na+] (NaOH). Run in O (water), O (water). Run at temperature 22 celsius, time 2 hour. Product: OCCC1C2=C(OC1)C=CC=C2 (2,3-dihydro-3-(2-hydroxyethyl)benzo[b]furan). The yield is 99.7%. Reaction SMILES: C1COCC1.[H-].[H-].[H-].[H-].[Li+].[Al+3].[O:12]1[CH2:16][CH:15]([CH2:17][C:18](OCC)=[O:19])[C:14]2[CH:23]=[CH:24][CH:25]=[CH:26][C:13]1=2.[OH-].[Na+]>O>[OH:19][CH2:18][CH2:17][CH:15]1[CH2:16][O:12][C:13]2[CH:26]=[CH:25][CH:24]=[CH:23][C:14]1=2 |f:1.2.3.4.5.6,8.9|. Procedure details: To a stirred 0° C. solution of THF (~50 mL) containing LAH (0.86 g, 22.6 mmol) under N2 atmosphere was added dropwise a THF solution of ethyl 2,3-dihydrobenzo[1,2-b]furan-3-acetate (2.50 g, 11.3 mmol). After complete addition the reaction was allowed to warm to 22° C. and stand for two h. The reaction was cooled to 0° C. and treated sequentially with water (0.9 mL), 15% NaOH (0.9 mL), and water (2.7 mL). After stirring for 2 h the reaction was filtered through Celite and the filter cake washed w...